Dataset: the Open Reaction Database (ORD), a public repository of structured organic reaction records. Task: describe an organic reaction: reactants, conditions, products, and yield Procedure: tert-Butyl 2-ethanimidoylhydrazinecarboxylate (17.3 g, 99.9 mmol), 2-bromo-1-(1-methyl-1H-pyrazol-4-yl)ethanone (16.89 g, 83.18 mmol) and N,N-diisopropylethylamine (31.9 mL, 183 mmol) were combined in ice-cold 2-methyltetrahydrofuran (400 mL) and 1,2-dimethoxyethane (100 mL), and the reaction mixture was heated to reflux. After 2.5 hours, the reaction was cooled and washed with 50% saturated aqueous sodium chloride solution (75 mL). The aqueous layer was extracted with 2-methyltetrahydrofuran (1... The solvent is ice, COCCOC (1,2-dimethoxyethane). Starting materials: C(C)(=N)NNC(=O)OC(C)(C)C (tert-Butyl 2-ethanimidoylhydrazinecarboxylate), BrCC(=O)C=1C=NN(C1)C (2-bromo-1-(1-methyl-1H-pyrazol-4-yl)ethanone), C(C)(C)N(C(C)C)CC (N,N-diisopropylethylamine). The product is C(C)(C)(C)OC(NN1C(=NC(=C1)C=1C=NN(C1)C)C)=O (tert-butyl[2-methyl-4-(1-methyl-1H-pyrazol-4-yl)-1H-imidazol-1-yl]carbamate). As a reaction SMILES: [C:1]([NH:4][NH:5][C:6]([O:8][C:9]([CH3:12])([CH3:11])[CH3:10])=[O:7])(=[NH:3])[CH3:2].Br[CH2:14][C:15]([C:17]1[CH:18]=[N:19][N:20]([CH3:22])[CH:21]=1)=O.C(N(CC)C(C)C)(C)C>COCCOC>[C:9]([O:8][C:6](=[O:7])[NH:5][N:4]1[CH:14]=[C:15]([C:17]2[CH:18]=[N:19][N:20]([CH3:22])[CH:21]=2)[N:3]=[C:1]1[CH3:2])([CH3:12])([CH3:11])[CH3:10]. Reaction conditions: time 2.5 hour.